From a dataset of the Open Reaction Database (ORD), a public repository of structured organic reaction records. describe an organic reaction: reactants, conditions, products, and yield The reactants are O=C([O-])[O-], N#Cc1ccccc1CBr, [Cs+], [Cs+], Nc1nccn2c(C3CCC3)nc(-c3cccc(O)c3)c12, CN(C)C=O. Product: N#Cc1ccccc1COc1cccc(-c2nc(C3CCC3)n3ccnc(N)c23)c1. As a reaction SMILES: [C:22](=[O:23])([O-:24])[O-:25].[C:28](#[N:29])[c:30]1[c:31]([CH2:32][Br:33])[cH:34][cH:35][cH:36][cH:37]1.[Cs+:26].[Cs+:27].[NH2:1][c:2]1[c:3]2[n:4]([cH:5][cH:6][n:7]1)[c:8]([CH:18]1[CH2:19][CH2:20][CH2:21]1)[n:9][c:10]2-[c:11]1[cH:12][c:13]([OH:17])[cH:14][cH:15][cH:16]1.[O:38]=[CH:39][N:40]([CH3:41])[CH3:42]>>[NH2:1][c:2]1[c:3]2[n:4]([cH:5][cH:6][n:7]1)[c:8]([CH:18]1[CH2:19][CH2:20][CH2:21]1)[n:9][c:10]2-[c:11]1[cH:12][c:13]([O:17][CH2:32][c:31]2[c:30]([C:28]#[N:29])[cH:37][cH:36][cH:35][cH:34]2)[cH:14][cH:15][cH:16]1. The reactants are OC1=C(C=C(C=C1)CCCC1C(NC(O1)=O)=O)OC (5-[3-(4-hydroxy-3-methoxyphenyl)propyl]-2,4-oxazolidinedione), ClCC=1N=C(SC1)\C=C\C1=CC=CC=C1 (4-chloromethyl-2-[(E)-styryl]thiazole). Yields the product COC=1C=C(C=CC1OCC=1N=C(SC1)\C=C\C1=CC=CC=C1)CCCC1C(NC(O1)=O)=O (5-[3-[3-methoxy-4-[2-[(E)-styryl]-4-thiazolylmethoxy]-phenyl]propyl]-2,4-oxazolidinedione). Reaction SMILES: [OH:1][C:2]1[CH:7]=[CH:6][C:5]([CH2:8][CH2:9][CH2:10][CH:11]2[O:15][C:14](=[O:16])[NH:13][C:12]2=[O:17])=[CH:4][C:3]=1[O:18][CH3:19].Cl[CH2:21][C:22]1[N:23]=[C:24](/[CH:27]=[CH:28]/[C:29]2[CH:34]=[CH:33][CH:32]=[CH:31][CH:30]=2)[S:25][CH:26]=1>>[CH3:19][O:18][C:3]1[CH:4]=[C:5]([CH2:8][CH2:9][CH2:10][CH:11]2[O:15][C:14](=[O:16])[NH:13][C:12]2=[O:17])[CH:6]=[CH:7][C:2]=1[O:1][CH2:21][C:22]1[N:23]=[C:24](/[CH:27]=[CH:28]/[C:29]2[CH:34]=[CH:33][CH:32]=[CH:31][CH:30]=2)[S:25][CH:26]=1. Reported procedure: In substantially the same manner as in Working Example 9, 5-[3-(4-hydroxy-3-methoxyphenyl)propyl]-2,4-oxazolidinedione was allowed to react with 4-chloromethyl-2-[(E)-styryl]thiazole to yield 5-[3-[3-methoxy-4-[2-[(E)-styryl]-4-thiazolylmethoxy]-phenyl]propyl]-2,4-oxazolidinedione. The product was recrystallized from chloroform-methanol to give colorless prisms, m.p.202-203° C. Starting materials: 5-(S)-Thioamidomethyloxazolidinones, NC[C@H]1CN(C(O1)=O)C1=CC(=C(C=C1)S(=O)CC)F (5-(S)-aminomethyl-3-[4′-ethylsulfinyl-3′-fluorophenyl]oxazolidine-2-one), C(C)(=S)SCC (ethyl dithioacetate). Run in CN(C)C=O (DMF). The product is C(C)(=S)NC[C@H]1CN(C(O1)=O)C1=CC(=C(C=C1)S(=O)CC)F (5-(S)-Thioacetamidomethyl-3-[4′-ethylsulfinyl-3′-fluorophenyl]oxazolidine-2-one). Reaction SMILES: [NH2:1][CH2:2][C@@H:3]1[O:7][C:6](=[O:8])[N:5]([C:9]2[CH:14]=[CH:13][C:12]([S:15]([CH2:17][CH3:18])=[O:16])=[C:11]([F:19])[CH:10]=2)[CH2:4]1.[C:20](SCC)(=[S:22])[CH3:21]>CN(C=O)C>[C:20]([NH:1][CH2:2][C@@H:3]1[O:7][C:6](=[O:8])[N:5]([C:9]2[CH:14]=[CH:13][C:12]([S:15]([CH2:17][CH3:18])=[O:16])=[C:11]([F:19])[CH:10]=2)[CH2:4]1)(=[S:22])[CH3:21]. Reported procedure: Prepared analogously to the Method A of General Methods of Preparation of 5-(S)-Thioamidomethyloxazolidinones (Example 1) from 5-(S)-aminomethyl-3-[4′-ethylsulfinyl-3′-fluorophenyl]oxazolidine-2-one (0.0885 g, 0.309 mmol) and ethyl dithioacetate. Reaction was performed in DMF overnight. Yield 0.104 g (98%). M.p. 138-9° C. MS (m/z): [M+H]+=345. Starting materials: ClC1=NNC=N1 (3-chloro-1,2,4-triazole), NCCCN (1,3-diaminopropane), [O-]CC.[Na+] (sodium ethoxide). Run in C(C)O (ethanol). Conditions: time 8 hour. The product is NCCCNC1=NNC=N1 (3-(3-aminopropylamino)-1,2,4-triazole). As a reaction SMILES: Cl[C:2]1[N:6]=[CH:5][NH:4][N:3]=1.[NH2:7][CH2:8][CH2:9][CH2:10][NH2:11].[O-]CC.[Na+]>C(O)C>[NH2:7][CH2:8][CH2:9][CH2:10][NH:11][C:2]1[N:6]=[CH:5][NH:4][N:3]=1 |f:2.3|. Reported procedure: A mixture of 3-chloro-1,2,4-triazole (10.3 g., 0.1 m.) and 1,3-diaminopropane (7.4 g., 0.1 m.) in ethanol containing sodium ethoxide is allowed to stand overnight. The solvent is removed to give 3-(3-aminopropylamino)-1,2,4-triazole. This intermediate is reacted with methyl isothiocyanate to give N-methyl-N'-[3-(3-(1,2,4-triazolyl)amino)propyl]thiourea. Reactants: CC1=C(C=CC=C1)C1=C(C=C(C=C1)C1=NC(=NO1)C1=CC=C(C=C1)CO)C(F)(F)F ((4-(5-(2′-methyl-2-(trifluoromethyl)biphenyl-4-yl)-1,2,4-oxadiazol-3-yl)phenyl)methanol). Reagents/catalysts: [O-2].[O-2].[Mn+4] (manganese dioxide). The solvent is O1CCOCC1 (dioxane). Run at temperature 70 celsius. The product is CC1=C(C=CC=C1)C1=C(C=C(C=C1)C1=NC(=NO1)C1=CC=C(C=O)C=C1)C(F)(F)F (4-(5-(2′-methyl-2-(trifluoromethyl)biphenyl-4-yl)-1,2,4-oxadiazol-3-yl)benzaldehyde). The yield is 97.3%. RXN SMILES: [CH3:1][C:2]1[CH:7]=[CH:6][CH:5]=[CH:4][C:3]=1[C:8]1[CH:13]=[CH:12][C:11]([C:14]2[O:18][N:17]=[C:16]([C:19]3[CH:24]=[CH:23][C:22]([CH2:25][OH:26])=[CH:21][CH:20]=3)[N:15]=2)=[CH:10][C:9]=1[C:27]([F:30])([F:29])[F:28]>O1CCOCC1.[O-2].[O-2].[Mn+4]>[CH3:1][C:2]1[CH:7]=[CH:6][CH:5]=[CH:4][C:3]=1[C:8]1[CH:13]=[CH:12][C:11]([C:14]2[O:18][N:17]=[C:16]([C:19]3[CH:24]=[CH:23][C:22]([CH:25]=[O:26])=[CH:21][CH:20]=3)[N:15]=2)=[CH:10][C:9]=1[C:27]([F:30])([F:28])[F:29] |f:2.3.4|. Procedure: (4-(5-(2′-methyl-2-(trifluoromethyl)biphenyl-4-yl)-1,2,4-oxadiazol-3-yl)phenyl)methanol (5.89 g, 14.4 mmol) was dissolved in dioxane (100 mL) and manganese dioxide (10 g, 116.0 mmol) was added. The mixture was heated at 70° C. overnight and then the solvent was removed in vacuo. The residue was triturated with a mixture of petrol/diethyl ether to give the title compound as a white solid (5.72 g, 97%). 1H NMR (CDCl3, 400 MHz) δ 10.13 (1H, s), 8.64 (1H, s), 8.43-8.36 (3H, m), 8.06 (2H, d, J=8.0 Hz... The reactants are O1C(OC2=C1C=CC=C2)CN (C-Benzo[1,3]dioxol-2-yl-methylamine), S(=O)(=O)(N)N (sulfamide). The solvent is O1CCOCC1 (dioxane). The product is O1C(OC2=C1C=CC=C2)CNS(=O)(=O)N ((Benzo[1,3]-dioxol-2-ylmethyl)sulfamide). As a reaction SMILES: [O:1]1[C:5]2[CH:6]=[CH:7][CH:8]=[CH:9][C:4]=2[O:3][CH:2]1[CH2:10][NH2:11].[S:12](N)([NH2:15])(=[O:14])=[O:13]>O1CCOCC1>[O:1]1[C:5]2[CH:6]=[CH:7][CH:8]=[CH:9][C:4]=2[O:3][CH:2]1[CH2:10][NH:11][S:12]([NH2:15])(=[O:14])=[O:13]. Procedure: C-Benzo[1,3]dioxol-2-yl-methylamine (2.94 g, 19.4 mmol) and sulfamide (3.74 g, 38.9 mmol) were combined in dry dioxane (50 mL) and the solution was heated to reflux overnight. The reaction was concentrated and the residue was chromatographed (2% to 10% acetone in dichloromethane) to yield the title compound as a white solid. Starting materials: OS(=O)[O-].[Na+].C(=O)(O)[O-].[Na+] (NaHSO3 NaHCO3), ClCCCOC12C(CC1C(=O)N1CCCCC1)C=CC=C2 (3-(3-chloropropoxy)-1-(1-piperidinylcarbonyl)benzocyclobutene), [I-].[K+] (potassium iodide), [N-]=[N+]=[N-].[Na+] (Sodium azide). The solvent is CN(C=O)C (dimethylformamide), O (H2O). Reaction conditions: temperature 75 celsius. Product: N(=[N+]=[N-])CCCOC12C(CC1C(=O)N1CCCCC1)C=CC=C2 (3-(3-Azidopropoxy)-1-(1-piperidinylcarbonyl)benzocyclobutene). RXN SMILES: Cl[CH2:2][CH2:3][CH2:4][O:5][C:6]12[CH:21]=[CH:20][CH:19]=[CH:18][CH:7]1[CH2:8][CH:9]2[C:10]([N:12]1[CH2:17][CH2:16][CH2:15][CH2:14][CH2:13]1)=[O:11].[I-].[K+].[N-:24]=[N+:25]=[N-:26].[Na+].OS([O-])=O.[Na+].C([O-])(O)=O.[Na+]>O.CN(C)C=O>[N:24]([CH2:2][CH2:3][CH2:4][O:5][C:6]12[CH:21]=[CH:20][CH:19]=[CH:18][CH:7]1[CH2:8][CH:9]2[C:10]([N:12]1[CH2:17][CH2:16][CH2:15][CH2:14][CH2:13]1)=[O:11])=[N+:25]=[N-:26] |f:1.2,3.4,5.6.7.8|. Procedure details: A solution of 3-(3-chloropropoxy)-1-(1-piperidinylcarbonyl)benzocyclobutene (1.4 g), potassium iodide (4.5 g) and dimethylformamide (18.2 ml) is stirred at RT for 24 hours. Sodium azide (1.78 g) and H2O (1.82 ml) are added to the stirred mixture, which is heated for five hours at 75° C. The reaction mixture is poured into a solution of 10% NaHSO3 /NaHCO3 and extracted with methylene chloride. The organic layer is separated, washed, dried, filtered and evaporated in vacuo yielding the azide produ... Reactants: C(#N)C=1C=C(C=CC1)C1=C(C=C(C=C1)[N+](=O)[O-])C (1-(3-Cyanophenyl)-2-methyl-4-nitrobenzene), O.O.[Sn](Cl)Cl (tin(II) chloride dihydrate), C([O-])(O)=O.[Na+] (sodium bicarbonate). Solvent: C(C)O (ethanol). Reaction conditions: temperature 70 celsius. Yields the product NC1=CC(=C(C=C1)C1=CC(=CC=C1)C#N)C (4-amino-1-(3-cyanophenyl)-2-methylbenzene). The yield is 68.5%. RXN SMILES: [C:1]([C:3]1[CH:4]=[C:5]([C:9]2[CH:14]=[CH:13][C:12]([N+:15]([O-])=O)=[CH:11][C:10]=2[CH3:18])[CH:6]=[CH:7][CH:8]=1)#[N:2].O.O.[Sn](Cl)Cl.C(=O)(O)[O-].[Na+]>C(O)C>[NH2:15][C:12]1[CH:13]=[CH:14][C:9]([C:5]2[CH:6]=[CH:7][CH:8]=[C:3]([C:1]#[N:2])[CH:4]=2)=[C:10]([CH3:18])[CH:11]=1 |f:1.2.3,4.5|. Procedure: 1-(3-Cyanophenyl)-2-methyl-4-nitrobenzene (3.0 gm, 12.61 mmol) and tin(II) chloride dihydrate were suspended in ethanol (30 mL) and heated to 70° C. for 30 mins. After being cooled, the mixture was poured onto ice, and neutralised by the addition of sodium bicarbonate. The mixture was then extracted with dichloromethane (3×50 mL). The combined organic layers were dried (Na2SO4) and concentrated under reduced pressure to give 4-amino-1-(3-cyanophenyl)-2-methylbenzene (1.8 gm, 69%) as a yellow oil... The reactants are C1CCOC1, CO, COC(=O)c1cc(OCCCc2cccnc2)cc(OC(C)C)c1, [Na+], [OH-]. The product is CC(C)Oc1cc(OCCCc2cccnc2)cc(C(=O)O)c1. As a reaction SMILES: [CH2:25]1[O:26][CH2:27][CH2:28][CH2:29]1.[CH3:30][OH:31].[CH:1]([CH3:2])([CH3:3])[O:4][c:5]1[cH:6][c:7]([C:8](=[O:9])[O:10][CH3:11])[cH:12][c:13]([O:15][CH2:16][CH2:17][CH2:18][c:19]2[cH:20][n:21][cH:22][cH:23][cH:24]2)[cH:14]1.[Na+:33].[OH-:32]>>[CH:1]([CH3:2])([CH3:3])[O:4][c:5]1[cH:6][c:7]([C:8](=[O:9])[OH:10])[cH:12][c:13]([O:15][CH2:16][CH2:17][CH2:18][c:19]2[cH:20][n:21][cH:22][cH:23][cH:24]2)[cH:14]1.